Dataset: the Open Reaction Database (ORD), a public repository of structured organic reaction records. Task: describe an organic reaction: reactants, conditions, products, and yield Starting materials: C, CCOC(=O)c1cccc(-c2cccc(OCc3ccccc3)c2)c1, CCO, [Pd]. Product: CCOC(=O)c1cccc(-c2cccc(O)c2)c1. As a reaction SMILES: [C:29].[CH2:1]([c:2]1[cH:3][cH:4][cH:5][cH:6][cH:7]1)[O:8][c:9]1[cH:10][c:11](-[c:15]2[cH:16][c:17]([C:21](=[O:22])[O:23][CH2:24][CH3:25])[cH:18][cH:19][cH:20]2)[cH:12][cH:13][cH:14]1.[CH3:26][CH2:27][OH:28].[Pd:30]>>[OH:8][c:9]1[cH:10][c:11](-[c:15]2[cH:16][c:17]([C:21](=[O:22])[O:23][CH2:24][CH3:25])[cH:18][cH:19][cH:20]2)[cH:12][cH:13][cH:14]1. The reactants are CCOC(=O)C(Br)c1ccc(-c2ccccc2Cl)cc1, CC(C)=O, [I-], [Na+]. Product: CCOC(=O)C(I)c1ccc(-c2ccccc2Cl)cc1. As a reaction SMILES: [Br:1][CH:2]([C:3](=[O:4])[O:5][CH2:6][CH3:7])[c:8]1[cH:9][cH:10][c:11](-[c:14]2[c:15]([Cl:20])[cH:16][cH:17][cH:18][cH:19]2)[cH:12][cH:13]1.[CH3:23][C:24](=[O:25])[CH3:26].[I-:22].[Na+:21]>>[CH:2]([C:3](=[O:4])[O:5][CH2:6][CH3:7])([c:8]1[cH:9][cH:10][c:11](-[c:14]2[c:15]([Cl:20])[cH:16][cH:17][cH:18][cH:19]2)[cH:12][cH:13]1)[I:22]. Reactants: CC(C)C[Al+]CC(C)C, Cc1ccccc1, CCOC(C)=O, CCCCCC, [Cl-], [H-], [NH4+], Cc1oc(-c2ccco2)nc1COc1ccc(COc2ncccc2C#N)cc1. Product: Cc1oc(-c2ccco2)nc1COc1ccc(COc2ncccc2C=O)cc1. Reaction SMILES: [CH2:38]([Al+:39][CH2:40][CH:41]([CH3:42])[CH3:43])[CH:44]([CH3:45])[CH3:46].[CH3:30][c:31]1[cH:32][cH:33][cH:34][cH:35][cH:36]1.[CH3:49][CH2:50][O:51][C:52](=[O:53])[CH3:54].[CH3:55][CH2:56][CH2:57][CH2:58][CH2:59][CH3:60].[Cl-:47].[H-:37].[NH4+:48].[o:1]1[c:2](-[c:6]2[o:7][c:8]([CH3:29])[c:9]([CH2:11][O:12][c:13]3[cH:14][cH:15][c:16]([CH2:17][O:18][c:19]4[c:20]([C:21]#[N:22])[cH:23][cH:24][cH:25][n:26]4)[cH:27][cH:28]3)[n:10]2)[cH:3][cH:4][cH:5]1>>[o:1]1[c:2](-[c:6]2[o:7][c:8]([CH3:29])[c:9]([CH2:11][O:12][c:13]3[cH:14][cH:15][c:16]([CH2:17][O:18][c:19]4[c:20]([CH:21]=[O:51])[cH:23][cH:24][cH:25][n:26]4)[cH:27][cH:28]3)[n:10]2)[cH:3][cH:4][cH:5]1. The reactants are CC(C)COC(=O)Cl, CN1CCOCC1, CO, C1CCOC1, CC(C)(C)OC(=O)N1C(C(=O)O)CSC1c1cccnc1. As a reaction SMILES: [CH2:29]([O:30][C:31]([Cl:32])=[O:33])[CH:34]([CH3:35])[CH3:36].[CH3:22][N:23]1[CH2:24][CH2:25][O:26][CH2:27][CH2:28]1.[CH3:37][OH:38].[O:39]1[CH2:40][CH2:41][CH2:42][CH2:43]1.[n:1]1[cH:2][c:3]([CH:7]2[S:8][CH2:9][CH:10]([C:19](=[O:20])[OH:21])[N:11]2[C:12](=[O:13])[O:14][C:15]([CH3:16])([CH3:17])[CH3:18])[cH:4][cH:5][cH:6]1>>[n:1]1[cH:2][c:3]([CH:7]2[S:8][CH2:9][CH:10]([C:19](=[O:20])[O:21][CH3:22])[N:11]2[C:12](=[O:13])[O:14][C:15]([CH3:16])([CH3:17])[CH3:18])[cH:4][cH:5][cH:6]1. The product is COC(=O)C1CSC(c2cccnc2)N1C(=O)OC(C)(C)C. The reactants are O=C([O-])O, Cc1cc(C(C)(C)C)c(O)c(C(C)(C)C)c1, ClC(Cl)Cl, CC(NC(=O)OC(C)(C)C)c1ccc(C(F)(F)F)nc1, [Na+], [Na+], [Na+], O=C(OO)c1cccc(Cl)c1, O=S([O-])([O-])=S. Yields the product CC(NC(=O)OC(C)(C)C)c1ccc(C(F)(F)F)[n+]([O-])c1. As a reaction SMILES: [C:55](=[O:56])([OH:57])[O-:58].[CH3:21][c:22]1[cH:23][c:24]([C:25]([CH3:27])([CH3:28])[CH3:29])[c:30]([OH:26])[c:31]([C:32]([CH3:33])([CH3:34])[CH3:35])[cH:36]1.[CH:60]([Cl:61])([Cl:62])[Cl:63].[F:1][C:2]([c:3]1[cH:4][cH:5][c:6]([CH:9]([CH3:10])[NH:11][C:12]([O:13][C:14]([CH3:15])([CH3:16])[CH3:17])=[O:18])[cH:7][n:8]1)([F:19])[F:20].[Na+:53].[Na+:54].[Na+:59].[OH:37][O:38][C:39]([c:40]1[cH:41][c:42]([Cl:43])[cH:44][cH:45][cH:46]1)=[O:47].[S:48]([O-:49])([O-:50])(=[O:51])=[S:52]>>[F:1][C:2]([c:3]1[cH:4][cH:5][c:6]([CH:9]([CH3:10])[NH:11][C:12]([O:13][C:14]([CH3:15])([CH3:16])[CH3:17])=[O:18])[cH:7][n+:8]1[O-:26])([F:19])[F:20].